Dataset: the Open Reaction Database (ORD), a public repository of structured organic reaction records. Task: describe an organic reaction: reactants, conditions, products, and yield Reactants: [Ag+], CC(C)(C)[Si](C)(C)Cl, C1CCOC1, OCCCCCl, O=[N+]([O-])[O-], c1ccncc1. The product is CC(C)(C)[Si](C)(C)OCCCCCl. Reaction SMILES: [Ag+:30].[C:1]([CH3:2])([CH3:3])([CH3:4])[Si:5]([CH3:6])([CH3:7])[Cl:8].[CH2:21]1[O:22][CH2:23][CH2:24][CH2:25]1.[Cl:9][CH2:10][CH2:11][CH2:12][CH2:13][OH:14].[N+:26]([O-:27])([O-:28])=[O:29].[cH:15]1[cH:16][cH:17][n:18][cH:19][cH:20]1>>[C:1]([CH3:2])([CH3:3])([CH3:4])[Si:5]([CH3:6])([CH3:7])[O:14][CH2:13][CH2:12][CH2:11][CH2:10][Cl:9]. Starting materials: COC(=O)C(=C1CCCN1C)c1ccc(OC)c(OC)c1, Cl, [Na+], [OH-]. Product: COc1ccc(C=C2CCCN2C)cc1OC. RXN SMILES: [CH3:1][O:2][C:3](=[O:4])[C:5]([c:6]1[cH:7][c:8]([O:14][CH3:15])[c:9]([O:12][CH3:13])[cH:10][cH:11]1)=[C:16]1[N:17]([CH3:21])[CH2:18][CH2:19][CH2:20]1.[ClH:24].[Na+:23].[OH-:22]>>[CH:5]([c:6]1[cH:7][c:8]([O:14][CH3:15])[c:9]([O:12][CH3:13])[cH:10][cH:11]1)=[C:16]1[N:17]([CH3:21])[CH2:18][CH2:19][CH2:20]1. RXN SMILES: [C:1]1([C:29]2[CH:34]=[CH:33][CH:32]=[CH:31][CH:30]=2)[CH:6]=[CH:5][C:4]([C:7]2[C:26]([F:27])=[CH:25][C:10]3[NH:11][C:12]([O:14][CH:15]4[CH2:19][CH2:18][CH:17]([C:20]([O:22]CC)=[O:21])[CH2:16]4)=[N:13][C:9]=3[C:8]=2[F:28])=[CH:3][CH:2]=1.O([Si](C)(C)C)[K]>C1COCC1.CCOC(C)=O>[C:1]1([C:29]2[CH:30]=[CH:31][CH:32]=[CH:33][CH:34]=2)[CH:2]=[CH:3][C:4]([C:7]2[C:26]([F:27])=[CH:25][C:10]3[NH:11][C:12]([O:14][CH:15]4[CH2:19][CH2:18][CH:17]([C:20]([OH:22])=[O:21])[CH2:16]4)=[N:13][C:9]=3[C:8]=2[F:28])=[CH:5][CH:6]=1. The solvent is C1CCOC1 (THF), CCOC(=O)C (EtOAc). Procedure: Ethyl 3-{[5-(biphenyl-4-yl)-4,6-difluoro-1H-benzimidazol-2-yl]oxy}cyclopentanecarboxylate (0.039 g, 0.084 mmol) was dissolved in 1 mL of THF and treated with KOTMS (0.032 g, 0.253 mmol). The reaction mixture was stirred overnight at ambient temperature, and then diluted with EtOAc and washed with 2 N HCl. The layers were separated and the aqueous layer was further extracted with EtOAc. The combined organic layers were washed with brine, dried over Na2SO4, filtered, and concentrated to afford the... Reaction conditions: time 8 hour. Reactants: C1(=CC=C(C=C1)C1=C(C2=C(NC(=N2)OC2CC(CC2)C(=O)OCC)C=C1F)F)C1=CC=CC=C1 (Ethyl 3-{[5-(biphenyl-4-yl)-4,6-difluoro-1H-benzimidazol-2-yl]oxy}cyclopentanecarboxylate), O([K])[Si](C)(C)C (KOTMS). Yields the product C1(=CC=C(C=C1)C1=C(C2=C(NC(=N2)OC2CC(CC2)C(=O)O)C=C1F)F)C1=CC=CC=C1 (3-{[5-(biphenyl-4-yl)-4,6-difluoro-1H-benzimidazol-2-yl]oxy}cyclo-pentanecarboxylic acid). Starting materials: S(=O)(=O)(OC1CCOCC1)C1=CC=C(C)C=C1 (tetrahydropyran-4-yl tosylate), O(C1=CC=CC=C1)C1=CC=C(C=C1)C1=NNC2=NC=NC(=C21)N (3-(4-phenoxyphenyl)-1H-pyrazolo[3,4-d]pyrimidin-4-amine), O(C1=CC=CC=C1)C1=CC=C(C=C1)C1=NNC2=NC=NC(=C21)N (3-(4-phenoxyphenyl)-1H-pyrazolo[3,4-d]pyrimidin-4-amine), [H-].[Na+] (sodium hydride). Solvent: CC(=O)N(C)C (dimethylacetamide). Run at temperature 105 celsius, time 3.5 hour. Product: O(C1=CC=CC=C1)C1=CC=C(C=C1)C1=NN(C2=NC=NC(=C21)N)C2CCOCC2 (3-(4-phenoxyphenyl)-1-(tetrahydropyran-4-yl)-1H-pyrazolo[3,4-d]pyrimidin-4-ylamine). Isolated yield 17.8%. As a reaction SMILES: [O:1]([C:8]1[CH:13]=[CH:12][C:11]([C:14]2[C:22]3[C:17](=[N:18][CH:19]=[N:20][C:21]=3[NH2:23])[NH:16][N:15]=2)=[CH:10][CH:9]=1)[C:2]1[CH:7]=[CH:6][CH:5]=[CH:4][CH:3]=1.[H-].[Na+].S(C1C=CC(C)=CC=1)(O[CH:30]1[CH2:35][CH2:34][O:33][CH2:32][CH2:31]1)(=O)=O>CC(N(C)C)=O>[O:1]([C:8]1[CH:13]=[CH:12][C:11]([C:14]2[C:22]3[C:17](=[N:18][CH:19]=[N:20][C:21]=3[NH2:23])[N:16]([CH:30]3[CH2:35][CH2:34][O:33][CH2:32][CH2:31]3)[N:15]=2)=[CH:10][CH:9]=1)[C:2]1[CH:7]=[CH:6][CH:5]=[CH:4][CH:3]=1 |f:1.2|. Procedure: 3-(4-phenoxyphenyl)-1H-pyrazolo[3,4-d]pyrimidin-4-ylamine (Compound 15) (0.97 g) in 33 mL dry dimethylacetamide was stirred under nitrogen while adding 60% sodium hydride (0.22 g). After 30 minutes tetrahydropyran-4-yl tosylate (1.0 g) was added and the mixture heated at 105° C. for 4 hours then 135° C. for 3.5 hours. Evaporation in vacuo and treating with water gave pale brown solid which was collected and washed well with water then dried in air. Flash chromatography in 19:1 ethyl acetate:trie... Reactants: CN1CC2N(C3=C(CC4=C2C=CC=C4)N=CC=C3)C(CC1)=O (2-methyl-5-oxo-1,2,3,4,5,15b-hexahydro-11H-benzo[c][1,4]diazepino[1,2-a]pyrido[2,3-f]azepine), [H-].[H-].[H-].[H-].[Li+].[Al+3] (LiAlH4). Solvent: O1CCOCC1 (dioxan). Conditions: time 10 minute. The product is CN1CC2N(C3=C(CC4=C2C=CC=C4)N=CC=C3)CCC1 (2-methyl-1,2,3,4,5,15b-hexahydro-11H-benzo[c][1,4]diazepino[1,2-a]pyrido[2,3-f]azepine). The yield is 8.7%. RXN SMILES: [CH3:1][N:2]1[CH2:21][CH2:20][C:19](=O)[N:5]2[C:6]3[CH:18]=[CH:17][CH:16]=[N:15][C:7]=3[CH2:8][C:9]3[CH:14]=[CH:13][CH:12]=[CH:11][C:10]=3[CH:4]2[CH2:3]1.[H-].[H-].[H-].[H-].[Li+].[Al+3]>O1CCOCC1>[CH3:1][N:2]1[CH2:21][CH2:20][CH2:19][N:5]2[C:6]3[CH:18]=[CH:17][CH:16]=[N:15][C:7]=3[CH2:8][C:9]3[CH:14]=[CH:13][CH:12]=[CH:11][C:10]=3[CH:4]2[CH2:3]1 |f:1.2.3.4.5.6|. Procedure: 1.46 g (0.05mol) 2-methyl-5-oxo-1,2,3,4,5,15b-hexahydro-11H-benzo[c][1,4]diazepino[1,2-a]pyrido[2,3-f]azepine is added to a suspension of 1.5 g LiAlH4 in 15 ml dry dioxan under nitrogen, and the whole is stirred for 10 minutes at room temperature, after which the reaction mixture is worked up in the way described in example X.2., giving 1.21 g (89%) 2-methyl-1,2,3,4,5,15b-hexahydro-11H-benzo[c][1,4]diazepino[1,2-a]pyrido[2,3-f]azepine as a clear colourless oil.